From a dataset of the Open Reaction Database (ORD), a public repository of structured organic reaction records. describe an organic reaction: reactants, conditions, products, and yield Reactants: C1CCOC1, COC(=O)c1c(-c2ccc(F)cc2)oc2cnc(OCc3ccccc3)cc12, CO, CCOC(C)=O, [Na+], [OH-]. Yields the product O=C(O)c1c(-c2ccc(F)cc2)oc2cnc(OCc3ccccc3)cc12. RXN SMILES: [CH2:31]1[O:32][CH2:33][CH2:34][CH2:35]1.[CH2:3]([c:4]1[cH:5][cH:6][cH:7][cH:8][cH:9]1)[O:10][c:11]1[cH:12][c:13]2[c:14]([cH:15][n:16]1)[o:17][c:18](-[c:24]1[cH:25][cH:26][c:27]([F:30])[cH:28][cH:29]1)[c:19]2[C:20](=[O:21])[O:22][CH3:23].[CH3:36][OH:37].[CH3:38][CH2:39][O:40][C:41](=[O:42])[CH3:43].[Na+:2].[OH-:1]>>[CH2:3]([c:4]1[cH:5][cH:6][cH:7][cH:8][cH:9]1)[O:10][c:11]1[cH:12][c:13]2[c:14]([cH:15][n:16]1)[o:17][c:18](-[c:24]1[cH:25][cH:26][c:27]([F:30])[cH:28][cH:29]1)[c:19]2[C:20](=[O:21])[OH:22]. Product: COC1=C(/C=C/C2=NC=3N(C(N(C(C3N2)=O)CCC)=O)CCC)C=CC(=C1)OC ((E)-8-(2,4-Dimethoxystyryl)-1,3-dipropylxanthine). Starting materials: NC=1C(N(C(N(C1N)CCC)=O)CCC)=O (5,6-diamino-1,3-dipropyluracil), COC1=C(C=CC(=O)O)C=CC(=C1)OC (2,4-dimethoxycinnamic acid). Procedure: Substantially the same procedure as in Reference Example 1 was repeated using 3.0 g (13.3 mmol) of 5,6-diamino-1,3-dipropyluracil and 3.04 g (14.60 mmol) of 2,4-dimethoxycinnamic acid. Then, the resultant crude crystals were recrystallized from dioxane/water to give 1.26 g (yield of Compound 24 as white crystals. RXN SMILES: [NH2:1][C:2]1[C:3](=[O:16])[N:4]([CH2:13][CH2:14][CH3:15])[C:5](=[O:12])[N:6]([CH2:9][CH2:10][CH3:11])[C:7]=1[NH2:8].[CH3:17][O:18][C:19]1[CH:29]=[C:28]([O:30][CH3:31])[CH:27]=[CH:26][C:20]=1[CH:21]=[CH:22][C:23](O)=O>>[CH3:17][O:18][C:19]1[CH:29]=[C:28]([O:30][CH3:31])[CH:27]=[CH:26][C:20]=1/[CH:21]=[CH:22]/[C:23]1[NH:1][C:2]2[C:3](=[O:16])[N:4]([CH2:13][CH2:14][CH3:15])[C:5](=[O:12])[N:6]([CH2:9][CH2:10][CH3:11])[C:7]=2[N:8]=1. Starting materials: CCO, CC(C)n1cc(B2OC(C)(C)C(C)(C)O2)c2ccc([N+](=O)[O-])cc21. The product is CC(C)n1cc(B2OC(C)(C)C(C)(C)O2)c2ccc(N)cc21. RXN SMILES: [CH3:25][CH2:26][OH:27].[CH:1]([CH3:2])([CH3:3])[n:4]1[cH:5][c:6]([B:16]2[O:17][C:18]([CH3:23])([CH3:24])[C:19]([CH3:21])([CH3:22])[O:20]2)[c:7]2[cH:8][cH:9][c:10]([N+:13]([O-:14])=[O:15])[cH:11][c:12]12>>[CH:1]([CH3:2])([CH3:3])[n:4]1[cH:5][c:6]([B:16]2[O:17][C:18]([CH3:23])([CH3:24])[C:19]([CH3:21])([CH3:22])[O:20]2)[c:7]2[cH:8][cH:9][c:10]([NH2:13])[cH:11][c:12]12. Reactants: O=C([O-])[O-], COCCOC, CSc1ncc(Br)c(C(=O)N(C)Cc2cc(C(F)(F)F)cc(C(F)(F)F)c2)n1, [Na+], [Na+], O, OB(O)c1ccccc1. Yields the product CSc1ncc(-c2ccccc2)c(C(=O)N(C)Cc2cc(C(F)(F)F)cc(C(F)(F)F)c2)n1. RXN SMILES: [C:38](=[O:39])([O-:40])[O-:41].[CH3:44][O:45][CH2:46][CH2:47][O:48][CH3:49].[F:1][C:2]([c:3]1[cH:4][c:5]([CH2:6][N:7]([C:8](=[O:9])[c:10]2[n:11][c:12]([S:17][CH3:18])[n:13][cH:14][c:15]2[Br:16])[CH3:19])[cH:20][c:21]([C:23]([F:24])([F:25])[F:26])[cH:22]1)([F:27])[F:28].[Na+:42].[Na+:43].[OH2:50].[OH:29][B:30]([OH:31])[c:32]1[cH:33][cH:34][cH:35][cH:36][cH:37]1>>[F:1][C:2]([c:3]1[cH:4][c:5]([CH2:6][N:7]([C:8](=[O:9])[c:10]2[n:11][c:12]([S:17][CH3:18])[n:13][cH:14][c:15]2-[c:32]2[cH:33][cH:34][cH:35][cH:36][cH:37]2)[CH3:19])[cH:20][c:21]([C:23]([F:24])([F:25])[F:26])[cH:22]1)([F:27])[F:28]. The reactants are FC=1C=C(C(=O)N)C=C(C1C)I (3-fluoro-5-iodo-4-methylbenzamide), COC(C)(OC)N(C)C ((1,1-dimethoxyethyl)dimethylamine). Conditions: temperature 120 celsius, time 2 hour. The product is CN(\C(\C)=N\C(C1=CC(=C(C(=C1)I)C)F)=O)C (N-[(1E)-1-(Dimethylamino)ethylidene]-3-fluoro-5-iodo-4-methylbenzamide). Isolated yield 100.0%. As a reaction SMILES: [F:1][C:2]1[CH:3]=[C:4]([CH:8]=[C:9]([I:12])[C:10]=1[CH3:11])[C:5]([NH2:7])=[O:6].CO[C:15]([N:19]([CH3:21])[CH3:20])(OC)[CH3:16]>>[CH3:20][N:19]([CH3:21])/[C:15](=[N:7]/[C:5](=[O:6])[C:4]1[CH:8]=[C:9]([I:12])[C:10]([CH3:11])=[C:2]([F:1])[CH:3]=1)/[CH3:16]. Procedure details: A mixture of 3-fluoro-5-iodo-4-methylbenzamide (preparation 50b) and (1,1-dimethoxyethyl)dimethylamine was heated at 120° C. in a sealed tube. After 2 hours, the reaction mixture was cooled and the solvent was evaporated under reduced pressure to give the title compound (1.84 g, 100%) as an oil. The reactants are C1(OCCO1)=O (ethylene carbonate), P(=O)(OCC)(OCC)OC(C(C1=CC=CC=C1)=O)C1=CC(=CC=C1)O[Si](C)(C)C(C)(C)C ((±)-diethyl 1-(3-tert-butyldimethylsilyloxyphenyl)-2-oxo-2-phenylethyl Phosphate), [OH-].[K+] (KOH), N1=CC=CC=C1 (pyridine), Cl (HCl), Cl (HCl). Solvent: C1CCOC1 (THF), C1CCOC1 (THF). Reaction conditions: temperature 0 celsius. Product: OCCOC(C(=O)C1=CC=CC=C1)C1=CC(=CC=C1)OCCO ((±)-2-(2-hydroxyethoxy)-2-[3-(2-hydroxyethoxy)phenyl]-1-phenylethanone). RXN SMILES: P([O:9][CH:10]([C:19]1[CH:24]=[CH:23][CH:22]=[C:21]([O:25][Si](C(C)(C)C)(C)C)[CH:20]=1)[C:11](=[O:18])[C:12]1[CH:17]=[CH:16][CH:15]=[CH:14][CH:13]=1)(OCC)(OCC)=O.[OH-:33].[K+].Cl.C1(=O)[O:40][CH2:39][CH2:38]O1.N1[CH:47]=[CH:46]C=CC=1>C1COCC1>[OH:33][CH2:46][CH2:47][O:9][CH:10]([C:19]1[CH:24]=[CH:23][CH:22]=[C:21]([O:25][CH2:38][CH2:39][OH:40])[CH:20]=1)[C:11]([C:12]1[CH:13]=[CH:14][CH:15]=[CH:16][CH:17]=1)=[O:18] |f:1.2|. Reported procedure: To a solution of Compound 8 (0.25 mmol) in 10 mL of THF was added 0.55 mmol of KOH. The solution was heated to reflux and was stirred for 15 mm, poured into 10 mL of 1 N HCl and extracted with methylene chloride (4×50 mL). The organic phase was washed with brine, dried with Mg2SO4, filtered through a plug of activated charcoal and silica gel, and evaporated under reduced pressure. The resulting oil was dissolved in 15 mL of dry THF under a dry nitrogen atmosphere and ethylene carbonate dissolved... The reactants are C(\C=C/C(=O)O)(=O)O (maleic acid), N1=C(C=CC=C1)N1CCNCC1 (1-(2-pyridyl)-piperazine). The product is C(\C=C/C(=O)O)(=O)O.C(\C=C/C(=O)O)(=O)O.N1=C(C=CC=C1)N1CCNCC1 (1-(2-pyridyl)-piperazine dimaleate). RXN SMILES: [C:1]([OH:8])(=[O:7])/[CH:2]=[CH:3]\[C:4]([OH:6])=[O:5].[N:9]1[CH:14]=[CH:13][CH:12]=[CH:11][C:10]=1[N:15]1[CH2:20][CH2:19][NH:18][CH2:17][CH2:16]1>CO>[C:1]([OH:8])(=[O:7])/[CH:2]=[CH:3]\[C:4]([OH:6])=[O:5].[C:1]([OH:8])(=[O:7])/[CH:2]=[CH:3]\[C:4]([OH:6])=[O:5].[N:9]1[CH:14]=[CH:13][CH:12]=[CH:11][C:10]=1[N:15]1[CH2:16][CH2:17][NH:18][CH2:19][CH2:20]1 |f:3.4.5|. Procedure: A solution of 465 mg. (0.004 mole) of maleic acid in 2 ml. of methanol was added to 327 mg. (0.002 mole) of 1-(2-pyridyl)-piperazine [K. L. Howard, H. W. Stewart, E. A. Conroy, ad J. J. Dentor, J. Org. Chem., 18, 1484 (1953)] in 1 ml. of methanol. The white solids which separated were recrystallized from methanol to yield 1-(2-pyridyl)-piperazine dimaleate, m.p. 140°-141° C. The solvent is CO (methanol), CO (methanol).